The task is: describe an organic reaction: reactants, conditions, products, and yield. This data is from the Open Reaction Database (ORD), a public repository of structured organic reaction records. The reactants are CCC[C@@H]1C[C@H](N(C1)C)C(=O)N[C@H](C2[C@@H]([C@@H]([C@H]([C@H](O2)SC)O)O)O)C(C)O (lincomycin A), CCC1CC(N(C1)C)C(=O)NC(C2C(C(C(C(O2)SC)O)O)O)C(C)O (lincomycin B), twenty. Product: CCC[C@@H]1C[C@H](N(C1)C)C(=O)N[C@@H]([C@@H]2[C@@H]([C@@H]([C@H]([C@H](O2)SC)O)O)O)[C@@H](C)O (Lincomycin). As a reaction SMILES: [CH3:1][CH2:2][CH2:3][C@H:4]1[CH2:8][N:7]([CH3:9])[C@H:6]([C:10]([NH:12][C@@H:13]([CH:25]([OH:27])[CH3:26])[CH:14]2[O:19][C@H:18]([S:20][CH3:21])[C@H:17]([OH:22])[C@@H:16]([OH:23])[C@H:15]2[OH:24])=[O:11])[CH2:5]1.CCC1CN(C)C(C(NC(C(O)C)C2OC(SC)C(O)C(O)C2O)=O)C1>>[CH3:1][CH2:2][CH2:3][C@H:4]1[CH2:8][N:7]([CH3:9])[C@H:6]([C:10]([NH:12][C@H:13]([C@H:25]([OH:27])[CH3:26])[C@H:14]2[O:19][C@H:18]([S:20][CH3:21])[C@H:17]([OH:22])[C@@H:16]([OH:23])[C@H:15]2[OH:24])=[O:11])[CH2:5]1. Procedure details: A crude crystalline lincomycin A preparation contained 20% of lincomycin B; the remaining solid material was primarily A. This starting material is used for twenty 18 g runs over two Prep PAK C18 cartridges eluted isocratically with (2:1) water-methanol. Pool cuts are made. The B rich pool is concentrated to an aqueous to which enough methanol is added to make a mobile phase; this is reinjected into the Prep 500. Rich eluent from the second hpplc is concentrated as before and rechromatographed a... The reactants are FC1=C(CN)C=CC(=C1)F (2,4-difluorobenzylamine), C(C(=O)C)CC(C)=O (acetonylacetone). Reagents/catalysts: Cl (hydrochloric acid). Solvent: C(C)O (ethanol). Reaction conditions: temperature 80 celsius. The product is FC1=C(C=CC(=C1)F)CN1C(=CC=C1C)C (1-[(2,4-Difluorophenyl)methyl]-2,5-dimethyl-1H-pyrrole). As a reaction SMILES: [F:1][C:2]1[CH:9]=[C:8]([F:10])[CH:7]=[CH:6][C:3]=1[CH2:4][NH2:5].[CH2:11]([CH2:15][C:16](=O)[CH3:17])[C:12]([CH3:14])=O>C(O)C.Cl>[F:1][C:2]1[CH:9]=[C:8]([F:10])[CH:7]=[CH:6][C:3]=1[CH2:4][N:5]1[C:16]([CH3:17])=[CH:15][CH:11]=[C:12]1[CH3:14]. Procedure: 42.9 g (0.30 mol) of 2,4-difluorobenzylamine are dissolved in 300 ml of ethanol. 5 drops of concentrated hydrochloric acid (36%) are added to this solution. 36.0 g (0.315 mol) of acetonylacetone are then added dropwise, and the mixture is warmed to reflux. The reaction is complete (GC check) after refluxing for 4.5 hours at about 80° C. The brown solution is cooled to -30° C. and the crystals which have precipitated are filtered off and dried. 56.2 g (85% of theory) of white crystals which melt ... RXN SMILES: [CH2:15]1[O:16][CH2:17][CH2:18][O:19][CH2:20]1.[CH3:1][C:2]([OH:3])=[O:4].[CH3:6][C:7](=[O:8])[c:9]1[cH:10][cH:11][cH:12][cH:13][cH:14]1.[OH2:5]>>[O:3]=[CH:6][C:7](=[O:8])[c:9]1[cH:10][cH:11][cH:12][cH:13][cH:14]1. Starting materials: C1COCCO1, CC(=O)O, CC(=O)c1ccccc1, O. Product: O=CC(=O)c1ccccc1.